The task is: describe an organic reaction: reactants, conditions, products, and yield. This data is from the Open Reaction Database (ORD), a public repository of structured organic reaction records. The reactants are Cc1ccc(C(=O)CBr)cc1, CC(C)=O, c1ccncc1. The product is [Br-], Cc1ccc(C(=O)C[n+]2ccccc2)cc1. As a reaction SMILES: [Br:1][CH2:2][C:3](=[O:4])[c:5]1[cH:6][cH:7][c:8]([CH3:11])[cH:9][cH:10]1.[CH3:18][C:19](=[O:20])[CH3:21].[cH:12]1[cH:13][cH:14][n:15][cH:16][cH:17]1>>[Br-:1].[CH2:2]([C:3](=[O:4])[c:5]1[cH:6][cH:7][c:8]([CH3:11])[cH:9][cH:10]1)[n+:15]1[cH:14][cH:13][cH:12][cH:17][cH:16]1. The solvent is C1CCOC1 (THF), C1CCOC1 (THF). Reported procedure: (6-Ethoxynaphthalen-2-yl)-(1-trityl-1H-imidazol-4-yl)ketone (3.0 g) was dissolved in THF (45 ml) and a solution (2 M, 4 ml) of isopropyl magnesium chloride in THF was added dropwise under ice-cooling. The mixture was stirred at room temperature for 30 min and saturated aqueous solution (20 ml) of ammonium chloride and water (20 ml) were added. The mixture was extracted with ethyl acetate and the extract was washed with saturated brine, dried and concentrated. The residue was crystallized from et... Reaction conditions: time 30 minute. Reactants: C(C)(C)[Mg]Cl (isopropyl magnesium chloride), C(C)OC=1C=C2C=CC(=CC2=CC1)C(=O)C=1N=CN(C1)C(C1=CC=CC=C1)(C1=CC=CC=C1)C1=CC=CC=C1 ((6-Ethoxynaphthalen-2-yl)-(1-trityl-1H-imidazol-4-yl)ketone), [Cl-].[NH4+] (ammonium chloride), O (water). The product is C(C)OC=1C=C2C=CC(=CC2=CC1)C(C(C)C)(O)C=1N=CNC1 (1-(6-ethoxynaphthalen-2-yl)-1-(1H-imidazol-4-yl)-2-methyl-1-propanol). Reaction SMILES: [CH2:1]([O:3][C:4]1[CH:5]=[C:6]2[C:11](=[CH:12][CH:13]=1)[CH:10]=[C:9]([C:14]([C:16]1[N:17]=[CH:18][N:19](C(C3C=CC=CC=3)(C3C=CC=CC=3)C3C=CC=CC=3)[CH:20]=1)=[O:15])[CH:8]=[CH:7]2)[CH3:2].[CH:40]([Mg]Cl)([CH3:42])[CH3:41].[Cl-].[NH4+].O>C1COCC1>[CH2:1]([O:3][C:4]1[CH:5]=[C:6]2[C:11](=[CH:12][CH:13]=1)[CH:10]=[C:9]([C:14]([C:16]1[N:17]=[CH:18][NH:19][CH:20]=1)([OH:15])[CH:40]([CH3:42])[CH3:41])[CH:8]=[CH:7]2)[CH3:2] |f:2.3|. Product: O=c1cc(OCc2ccccc2)ccn1CCc1ccc2c(c1)CCNCC2. Reaction SMILES: [CH2:1]([c:2]1[cH:3][cH:4][cH:5][cH:6][cH:7]1)[O:8][c:9]1[cH:10][c:11](=[O:34])[n:12]([CH2:15][CH2:16][c:17]2[cH:18][c:19]3[c:20]([cH:32][cH:33]2)[CH2:21][CH2:22][N:23]([C:26](=[O:27])[C:28]([F:29])([F:30])[F:31])[CH2:24][CH2:25]3)[cH:13][cH:14]1.[CH3:37][OH:38].[Na+:36].[OH-:35]>>[CH2:1]([c:2]1[cH:3][cH:4][cH:5][cH:6][cH:7]1)[O:8][c:9]1[cH:10][c:11](=[O:34])[n:12]([CH2:15][CH2:16][c:17]2[cH:18][c:19]3[c:20]([cH:32][cH:33]2)[CH2:21][CH2:22][NH:23][CH2:24][CH2:25]3)[cH:13][cH:14]1. The reactants are O=C(N1CCc2ccc(CCn3ccc(OCc4ccccc4)cc3=O)cc2CC1)C(F)(F)F, CO, [Na+], [OH-]. The reactants are C=C(C)C(=O)O, CC#N, CN1CCCC1=O, [Cl-], O=C(OCCOCCO)c1ccc(O)c(Cl)c1. The product is C=C(C)C(=O)OCCOCCOC(=O)c1ccc(O)c(Cl)c1. RXN SMILES: [C:22]([C:23](=[CH2:24])[CH3:25])(=[O:26])[OH:27].[CH3:1][C:2]#[N:3].[CH3:28][N:29]1[CH2:30][CH2:31][CH2:32][C:33]1=[O:34].[Cl-:21].[OH:4][CH2:5][CH2:6][O:7][CH2:8][CH2:9][O:10][C:11]([c:12]1[cH:13][c:14]([Cl:19])[c:15]([OH:18])[cH:16][cH:17]1)=[O:20]>>[O:4]([CH2:5][CH2:6][O:7][CH2:8][CH2:9][O:10][C:11]([c:12]1[cH:13][c:14]([Cl:19])[c:15]([OH:18])[cH:16][cH:17]1)=[O:20])[C:22]([C:23](=[CH2:24])[CH3:25])=[O:26]. Starting materials: CC(Br)C(=O)O, Cl, [Na+], [OH-], O=c1ccnc[nH]1. The product is CC(C(=O)O)n1cnccc1=O. As a reaction SMILES: [Br:10][CH:11]([C:12](=[O:13])[OH:14])[CH3:15].[ClH:16].[Na+:9].[OH-:8].[n:1]1[cH:2][nH:3][c:4](=[O:7])[cH:5][cH:6]1>>[n:1]1[cH:2][n:3]([CH:11]([C:12](=[O:13])[OH:14])[CH3:15])[c:4](=[O:7])[cH:5][cH:6]1. Reactants: CC(=O)[O-], CCO, Cl, Nc1ccccc1Nc1ccc(C(=O)c2ccccc2)cc1, NO, [Na+]. As a reaction SMILES: [CH3:27][C:28](=[O:29])[O-:30].[CH3:31][CH2:32][OH:33].[ClH:23].[NH2:1][c:2]1[c:3]([NH:8][c:9]2[cH:10][cH:11][c:12]([C:13](=[O:14])[c:15]3[cH:16][cH:17][cH:18][cH:19][cH:20]3)[cH:21][cH:22]2)[cH:4][cH:5][cH:6][cH:7]1.[NH2:24][OH:25].[Na+:26]>>[NH2:1][c:2]1[c:3]([NH:8][c:9]2[cH:10][cH:11][c:12]([C:13]([c:15]3[cH:16][cH:17][cH:18][cH:19][cH:20]3)=[N:24][OH:25])[cH:21][cH:22]2)[cH:4][cH:5][cH:6][cH:7]1. Yields the product Nc1ccccc1Nc1ccc(C(=NO)c2ccccc2)cc1.